From a dataset of the Open Reaction Database (ORD), a public repository of structured organic reaction records. describe an organic reaction: reactants, conditions, products, and yield Starting materials: N1(CCCC1)C#N (1-pyrrolidinecarbonitrile), Br.C(C)N(C1=CC=CC=C1)CC (N,N-diethylaniline hydrobromide), NC1=CC=C(C=C1)CCC(=O)N1CCOCC1 (4-(3-(4-aminophenyl)propionyl)morpholine). Reagents/catalysts: CN(C1=CC=NC=C1)C (4-dimethylaminopyridine). Solvent: ClC1=CC=CC=C1 (chlorobenzene), C(C)(=O)OCC (ethyl acetate). Run at time 24 hour. Yields the product Br.N1(CCOCC1)C(=O)CCC1=CC=C(C=C1)NC(=N)N1CCCC1 (N-(4(2-((4-morpholinyl)carbonyl)ethyl)phenyl)-1-pyrrolidinecarboximidamide hydrobromide). RXN SMILES: [NH2:1][C:2]1[CH:7]=[CH:6][C:5]([CH2:8][CH2:9][C:10]([N:12]2[CH2:17][CH2:16][O:15][CH2:14][CH2:13]2)=[O:11])=[CH:4][CH:3]=1.[BrH:18].C(N(CC)C1C=CC=CC=1)C.[N:30]1([C:35]#[N:36])[CH2:34][CH2:33][CH2:32][CH2:31]1>ClC1C=CC=CC=1.CN(C)C1C=CN=CC=1.C(OCC)(=O)C>[BrH:18].[N:12]1([C:10]([CH2:9][CH2:8][C:5]2[CH:6]=[CH:7][C:2]([NH:1][C:35]([N:30]3[CH2:34][CH2:33][CH2:32][CH2:31]3)=[NH:36])=[CH:3][CH:4]=2)=[O:11])[CH2:13][CH2:14][O:15][CH2:16][CH2:17]1 |f:1.2,7.8|. Reported procedure: The product of step (b) (2.22 g, 0.00948 moles) was dissolved in 15 ml chlorobenzene. N,N-diethylaniline hydrobromide (2.18 g, 0.00948 moles) was added followed by 1-pyrrolidinecarbonitrile (1.37 g, 0.01422 moles). A catalytic amount of 4-dimethylaminopyridine was added and the reaction heated to reflux for 6 hours. The reaction was then cooled to room temperature and diluted with 100 ml ethyl acetate. A sticky oil precipitated from solution and was stirred for 24 hours. The resulting solids wer... Reactants: ClC1=C(C=C(C=C1)S(=O)(=O)N(COC)C=1C(=NC=C(C1)Cl)C(=O)N1C(COC2=C1C=CC=C2)C)C(F)(F)F (4-chloro-N-[5-chloro-2-(3-methyl-2,3-dihydro-benzo[1,4]oxazine-4-carbonyl)-pyridin-3-yl]-N-methoxymethyl-3-trifluoromethyl-benzenesulfonamide). Run in Cl (HCl), O (water). The product is ClC1=C(C=C(C=C1)S(=O)(=O)NC=1C(=NC=C(C1)Cl)C(=O)N1C(COC2=C1C=CC=C2)C)C(F)(F)F (4-chloro-N-[5-chloro-2-(3-methyl-2,3-dihydro-benzo[1,4]oxazine-4-carbonyl)-pyridin-3-yl]-3-trifluoromethyl-benzenesulfonamide). RXN SMILES: [Cl:1][C:2]1[CH:7]=[CH:6][C:5]([S:8]([N:11]([C:15]2[C:16]([C:22]([N:24]3[C:29]4[CH:30]=[CH:31][CH:32]=[CH:33][C:28]=4[O:27][CH2:26][CH:25]3[CH3:34])=[O:23])=[N:17][CH:18]=[C:19]([Cl:21])[CH:20]=2)COC)(=[O:10])=[O:9])=[CH:4][C:3]=1[C:35]([F:38])([F:37])[F:36]>Cl.O>[Cl:1][C:2]1[CH:7]=[CH:6][C:5]([S:8]([NH:11][C:15]2[C:16]([C:22]([N:24]3[C:29]4[CH:30]=[CH:31][CH:32]=[CH:33][C:28]=4[O:27][CH2:26][CH:25]3[CH3:34])=[O:23])=[N:17][CH:18]=[C:19]([Cl:21])[CH:20]=2)(=[O:9])=[O:10])=[CH:4][C:3]=1[C:35]([F:37])([F:38])[F:36]. Reported procedure: A solution of crude 4-chloro-N-[5-chloro-2-(3-methyl-2,3-dihydro-benzo[1,4]oxazine-4-carbonyl)-pyridin-3-yl]-N-methoxymethyl-3-trifluoromethyl-benzenesulfonamide in 3 mL HCl (4M in dioxane) and water (1 mL) was refluxed for 2 h. Upon cooling to room temperature, the mixture was concentrated and the residue was purified via preparative TLC (50% EtOAc in hexane) to afford 11 mg of 4-chloro-N-[5-chloro-2-(3-methyl-2,3-dihydro-benzo[1,4]oxazine-4-carbonyl)-pyridin-3-yl]-3-trifluoromethyl-benzenesulf... As a reaction SMILES: [C:1]1([CH2:7][CH2:8][CH:9]=[C:10]2[S:14][C:13](=[O:15])[N:12]([CH2:16][CH2:17][CH2:18][CH2:19][S:20][C:21]3[N:26]4[CH:27]=[CH:28][N:29]=[C:25]4[CH:24]=[CH:23][CH:22]=3)[C:11]2=[O:30])[CH:6]=[CH:5][CH:4]=[CH:3][CH:2]=1.[ClH:31]>CO>[ClH:31].[C:1]1([CH2:7][CH2:8][CH:9]=[C:10]2[S:14][C:13](=[O:15])[N:12]([CH2:16][CH2:17][CH2:18][CH2:19][S:20][C:21]3[N:26]4[CH:27]=[CH:28][N:29]=[C:25]4[CH:24]=[CH:23][CH:22]=3)[C:11]2=[O:30])[CH:6]=[CH:5][CH:4]=[CH:3][CH:2]=1 |f:3.4|. Procedure details: To a solution of 2.27 g (5.0 mmol) of 5-(3-phenylpropylidene)-3-[4-(imidazo[1,2-a]pyridin-5-ylthio)butyl]thiazolidine-2,4-dione in 50 ml of methanol, 0.5 ml of concentrated hydrochloric acid was added. After the solvent was distilled off, the residue was washed with diethyl ether to yield 2.29 g (100%, brown oily substance) of the desired product. Solvent: CO (methanol). Yields the product Cl.C1(=CC=CC=C1)CCC=C1C(N(C(S1)=O)CCCCSC1=CC=CC=2N1C=CN2)=O (5-(3-phenylpropylidene)-3-[4-(imidazo[1,2-a]pyridin-5-ylthio)butyl]thiazolidine-2,4-dione hydrochloride). The reactants are C1(=CC=CC=C1)CCC=C1C(N(C(S1)=O)CCCCSC1=CC=CC=2N1C=CN2)=O (5-(3-phenylpropylidene)-3-[4-(imidazo[1,2-a]pyridin-5-ylthio)butyl]thiazolidine-2,4-dione), Cl (hydrochloric acid).